Dataset: the Open Reaction Database (ORD), a public repository of structured organic reaction records. Task: describe an organic reaction: reactants, conditions, products, and yield The product is CN(C)CCN1CCOc2ccc([N+](=O)[O-])cc21. RXN SMILES: [BH4-:1].[CH2:27]1[O:28][CH2:29][CH2:30][CH2:31]1.[CH3:3][N:4]([CH2:5][CH2:6][N:7]1[C:8](=[O:20])[CH2:9][O:10][c:11]2[c:12]1[cH:13][c:14]([N+:17](=[O:18])[O-:19])[cH:15][cH:16]2)[CH3:21].[Na+:26].[Na+:2].[O-:22][C:23]([OH:24])=[O:25]>>[CH3:3][N:4]([CH2:5][CH2:6][N:7]1[CH2:8][CH2:9][O:10][c:11]2[c:12]1[cH:13][c:14]([N+:17](=[O:18])[O-:19])[cH:15][cH:16]2)[CH3:21]. Starting materials: [BH4-], C1CCOC1, CN(C)CCN1C(=O)COc2ccc([N+](=O)[O-])cc21, [Na+], [Na+], O=C([O-])O. Starting materials: NC=1C=NC=CC1C (3-amino-4-methylpyridine), N1=CC=CC=C1 (pyridine), C(C)(=O)OC(C)=O (acetic anhydride), resultant solution. The solvent is ClCCl (dichloromethane), ClCCl (dichloromethane). Product: C(C)(=O)NC=1C=NC=CC1C (3-acetylamino-4-methylpyridine). Isolated yield 53.3%. RXN SMILES: [NH2:1][C:2]1[CH:3]=[N:4][CH:5]=[CH:6][C:7]=1[CH3:8].N1C=CC=CC=1.[C:15](OC(=O)C)(=[O:17])[CH3:16]>ClCCl>[C:15]([NH:1][C:2]1[CH:3]=[N:4][CH:5]=[CH:6][C:7]=1[CH3:8])(=[O:17])[CH3:16]. Procedure: To solution of 3-amino-4-methylpyridine (540.2 mg, 5.0 mmol, 1 equiv) in dichloromethane (20 mL) was added pyridine (0.8 mL, 10.0 mmol, 2 equiv) and acetic anhydride (0.57 mL, 6.0 mmol, 1.2 equiv). The resultant solution was stirred at room temperature for 16 h and concentrated in vacuo to provide a crude residue. The residue was diluted with dichloromethane (200 mL), and washed with saturated sodium bicarbonate aqueous solution (50 mL) and brine (50 mL). The organic layer was separated, dried o... Reactants: [Mg] (magnesium), CN(C=CC(=O)OCC)C (ethyl 1-(dimethylamino)eth-1-ene-2-carboxylate), BrC (bromomethane), ClC1CCOCC1 (4-chlorotetrahydropyran). Run in O1CCCC1 (tetrahydrofuran), O1CCCC1 (tetrahydrofuran). Conditions: temperature 10 celsius, time 30 minute. Product: O1CCC(CC1)C=CC(=O)OCC (ethyl 1-(4-tetrahydropyranyl)eth-1-ene-2-carboxylate). The yield is 56.8%. RXN SMILES: [Mg].BrC.Cl[CH:5]1[CH2:10][CH2:9][O:8][CH2:7][CH2:6]1.CN(C)[CH:13]=[CH:14][C:15]([O:17][CH2:18][CH3:19])=[O:16]>O1CCCC1>[O:8]1[CH2:9][CH2:10][CH:5]([CH:13]=[CH:14][C:15]([O:17][CH2:18][CH3:19])=[O:16])[CH2:6][CH2:7]1. Procedure: 9.6 g (400 mmol) of magnesium turnings are covered with tetrahydrofuran, about 2 ml of bromomethane are added, and the mixture is warmed to reflux. 38.45 g (300 mmol) of 4-chlorotetrahydropyran, dissolved in 100 ml of tetrahydrofuran, are added dropwise. The mixture is subsequently stirred for a further 30 minutes and cooled to 10° C., 42.9 g (300 mmol) of ethyl 1-(dimethylamino)eth-1-ene-2-carboxylate are added dropwise, and the mixture is stirred for a further 12 hours. Customary work-up gives... The reactants are I[Si](C)(C)C (Iodotrimethylsilane), C(C)OP(=O)(OCC)CC1=CC=C(C=C1)NC(=O)C=1OC2=C(C(C1)=O)C=CC=C2 (N-(4-diethoxyphosphorylmethylphenyl)-4-oxo-4H-1-benzopyran-2-carboxamide). The solvent is C(Cl)(Cl)(Cl)Cl (carbon tetrachloride). Reaction conditions: temperature 0 celsius, time 1 hour. The product is P(=O)(O)(O)CC1=CC=C(C=C1)NC(=O)C=1OC2=C(C(C1)=O)C=CC=C2 (N-(4-phosphonomethylphenyl)-4-oxo-4H-1-benzopyran-2-carboxamide). Isolated yield 8.5%. Reaction SMILES: I[Si](C)(C)C.C([O:8][P:9]([CH2:14][C:15]1[CH:20]=[CH:19][C:18]([NH:21][C:22]([C:24]2[O:25][C:26]3[CH:34]=[CH:33][CH:32]=[CH:31][C:27]=3[C:28](=[O:30])[CH:29]=2)=[O:23])=[CH:17][CH:16]=1)([O:11]CC)=[O:10])C>C(Cl)(Cl)(Cl)Cl>[P:9]([CH2:14][C:15]1[CH:16]=[CH:17][C:18]([NH:21][C:22]([C:24]2[O:25][C:26]3[CH:34]=[CH:33][CH:32]=[CH:31][C:27]=3[C:28](=[O:30])[CH:29]=2)=[O:23])=[CH:19][CH:20]=1)([OH:10])([OH:11])=[O:8]. Procedure details: Iodotrimethylsilane [(CH3)3SiI](3.17 g) was added at 0° C. to a mixture of N-(4-diethoxyphosphorylmethylphenyl)-4-oxo-4H-1-benzopyran-2-carboxamide (2.99 g) and carbon tetrachloride (60 ml). This mixture was stirred at 0° C. for 1 hour and then at room temperature for 15 hours, after which it was concentrated under reduced pressure. The residue was dissolved in methanol (45 ml), poured over 4N HCl and stirred at room temperature for 30 minutes. The separated crystals were collected by filtration... Starting materials: Cc1ccc2c(Cl)ccnc2n1, CCCNC(=O)c1ccc(Oc2ccc(Cl)cc2N)cc1. Yields the product CCCNC(=O)c1ccc(Oc2ccc(Cl)cc2Nc2ccnc3nc(C)ccc23)cc1. Reaction SMILES: [Cl:1][c:2]1[c:3]2[cH:4][cH:5][c:6]([CH3:12])[n:7][c:8]2[n:9][cH:10][cH:11]1.[NH2:13][c:14]1[c:15]([O:16][c:17]2[cH:18][cH:19][c:20]([C:21](=[O:22])[NH:23][CH2:24][CH2:25][CH3:26])[cH:27][cH:28]2)[cH:29][cH:30][c:31]([Cl:33])[cH:32]1>>[c:2]1([NH:13][c:14]2[c:15]([O:16][c:17]3[cH:18][cH:19][c:20]([C:21](=[O:22])[NH:23][CH2:24][CH2:25][CH3:26])[cH:27][cH:28]3)[cH:29][cH:30][c:31]([Cl:33])[cH:32]2)[c:3]2[cH:4][cH:5][c:6]([CH3:12])[n:7][c:8]2[n:9][cH:10][cH:11]1. Reaction SMILES: C(O[C:5](=[O:7])[CH3:6])(=O)C.[C:8]1([C@H:14]([NH2:16])[CH3:15])[CH:13]=[CH:12][CH:11]=[CH:10][CH:9]=1>C(Cl)(Cl)Cl>[C:8]1([CH:14]([NH:16][C:5](=[O:7])[CH3:6])[CH3:15])[CH:13]=[CH:12][CH:11]=[CH:10][CH:9]=1. Reported procedure: Acetic anhydride (38.4 g) was dropwise added to a solution (200 ml) of (R)-(+)-1-phenylethylamine (30 g) in chloroform under ice-cooling. After completion of the reaction, ice water was added thereto and the mixture was extracted with chloroform. The extract was washed with 1N aqueous solution of sodium hydroxide and water. After drying, the mixture was concentrated under reduced pressure to give crystals, which were recrystallized from isopropyl ether to give 32.2 g of (+)-N-(1-phenylethyl)acet... The reactants are C(C)(=O)OC(C)=O (Acetic anhydride), C1(=CC=CC=C1)[C@@H](C)N ((R)-(+)-1-phenylethylamine), ice water. Product: C1(=CC=CC=C1)C(C)NC(C)=O ((+)-N-(1-phenylethyl)acetamide). The yield is 79.7%. The solvent is C(Cl)(Cl)Cl (chloroform). Reactants: [BH4-].[Na+] (sodium borohydride), C(C)N(C(=O)N[C@@H]1CN([C@@H]2CC3=C(NC4=CC(=CC([C@H]2C1)=C34)C(C)(C)O)C)C)CC (1,1-Diethyl-3-[13-(1-hydroxy-1-methyl-1-ethyl)-2,6-dimethyl- 8alpha-ergolinyl]-urea), N (ammonia). The solvent is C(C)(=O)O (acetic acid). Conditions: time 15 minute. The product is C(C)N(C(=O)N[C@@H]1CN([C@@H]2CC3=C(NC4=CC(=CC([C@H]2C1)=C34)C(C)C)C)C)CC (1,1-Diethyl-3-(2,6-dimethyl-13-isopropyl-8alpha-ergolinyl)-urea). Reaction SMILES: [CH2:1]([N:3]([CH2:29][CH3:30])[C:4]([NH:6][C@H:7]1[CH2:21][C@H:20]2[C@@H:10]([CH2:11][C:12]3[C:22]4[C:15](=[CH:16][C:17]([C:23](O)([CH3:25])[CH3:24])=[CH:18][C:19]2=4)[NH:14][C:13]=3[CH3:27])[N:9]([CH3:28])[CH2:8]1)=[O:5])[CH3:2].[BH4-].[Na+].N>C(O)(=O)C>[CH2:29]([N:3]([CH2:1][CH3:2])[C:4]([NH:6][C@H:7]1[CH2:21][C@H:20]2[C@@H:10]([CH2:11][C:12]3[C:22]4[C:15](=[CH:16][C:17]([CH:23]([CH3:24])[CH3:25])=[CH:18][C:19]2=4)[NH:14][C:13]=3[CH3:27])[N:9]([CH3:28])[CH2:8]1)=[O:5])[CH3:30] |f:1.2|. Procedure: 1,1-Diethyl-3-[13-(1-hydroxy-1-methyl-1-ethyl)-2,6-dimethyl- 8alpha-ergolinyl]-urea (0.5 mmol) is dissolved in 5 ml of glacial acetic acid and 0.25 g of sodium borohydride is added. After 15 minutes of stirring at room temperature, ice is added, it is made alkaline with conc. ammonia and extracted with ethyl acetate. The organic phases are dried with sodium sulfate and concentrated by evaporation, the residue is chromatographed on silica gel with dichloromethane/methanol, yield 76 mg (38% of the...